Dataset: the Open Reaction Database (ORD), a public repository of structured organic reaction records. Task: describe an organic reaction: reactants, conditions, products, and yield Starting materials: ClC1=C(C=CC=C1)C1=CC(=C(C=C1)C(=O)OC)CN1N=C(N(C1=O)CC(C(F)(F)F)O)C1=CC=C(C=C1)Cl (Methyl 2′-chloro-3-{[3-(4-chlorophenyl)-5-oxo-4-(3,3,3-trifluoro-2-hydroxypropyl)-4,5-dihydro-1H-1,2,4-triazol-1-yl]methyl}biphenyl-4-carboxylate), [OH-].[Li+] (lithium hydroxide). Solvent: C1CCOC1 (THF). Conditions: time 20 hour. Product: ClC1=C(C=CC=C1)C1=CC(=C(C=C1)C(=O)O)CN1N=C(N(C1=O)CC(C(F)(F)F)O)C1=CC=C(C=C1)Cl (2′-Chloro-3-{[3-(4-chlorophenyl)-5-oxo-4-(3,3,3-trifluoro-2-hydroxypropyl)-4,5-dihydro-1H-1,2,4-triazol-1-yl]methyl}biphenyl-4-carboxylic acid). Reaction SMILES: [Cl:1][C:2]1[CH:7]=[CH:6][CH:5]=[CH:4][C:3]=1[C:8]1[CH:13]=[CH:12][C:11]([C:14]([O:16]C)=[O:15])=[C:10]([CH2:18][N:19]2[C:23](=[O:24])[N:22]([CH2:25][CH:26]([OH:31])[C:27]([F:30])([F:29])[F:28])[C:21]([C:32]3[CH:37]=[CH:36][C:35]([Cl:38])=[CH:34][CH:33]=3)=[N:20]2)[CH:9]=1.[OH-].[Li+]>C1COCC1>[Cl:1][C:2]1[CH:7]=[CH:6][CH:5]=[CH:4][C:3]=1[C:8]1[CH:13]=[CH:12][C:11]([C:14]([OH:16])=[O:15])=[C:10]([CH2:18][N:19]2[C:23](=[O:24])[N:22]([CH2:25][CH:26]([OH:31])[C:27]([F:28])([F:29])[F:30])[C:21]([C:32]3[CH:33]=[CH:34][C:35]([Cl:38])=[CH:36][CH:37]=3)=[N:20]2)[CH:9]=1 |f:1.2|. Procedure details: 204 mg (0.36 mmol) of the compound from Example 129 were dissolved in 3 ml of THF, and 0.4 ml of a 1 N aqueous lithium hydroxide solution was added. The mixture was stirred at RT for 20 h. For work-up, the solvent was removed under reduced pressure, the residue was taken up in about 5 ml of water and 0.07 ml of 6 N hydrochloric acid was added. The precipitated solid was filtered off with suction and dried. Further purification of the crude product was carried out by chromatography on silica gel ... The reactants are COC(=O)C(CCSC)NC(=O)OC(C)(C)C, CCOC(C)=O, NO, C1COCCO1. The product is CSCCC(NC(=O)OC(C)(C)C)C(=O)NO. As a reaction SMILES: [C:1]([CH3:2])([CH3:3])([CH3:4])[O:5][C:6](=[O:7])[NH:8][CH:9]([C:10](=[O:11])[O:12][CH3:13])[CH2:14][CH2:15][S:16][CH3:17].[CH3:26][CH2:27][O:28][C:29](=[O:30])[CH3:31].[NH2:18][OH:19].[O:20]1[CH2:21][CH2:22][O:23][CH2:24][CH2:25]1>>[C:1]([CH3:2])([CH3:3])([CH3:4])[O:5][C:6](=[O:7])[NH:8][CH:9]([C:10](=[O:11])[NH:18][OH:19])[CH2:14][CH2:15][S:16][CH3:17]. Run in C(C)O (ethanol). Product: Cl.NC1CC2=CC(=CC=C2CC1)OC(CCC)C(=O)OCC (2-amino-7-(ethoxycarbonylbutan-4-yloxy)tetralin hydrochloride). The reagents and catalysts are [Pd] (Pd/C). As a reaction SMILES: [ClH:1].C([NH:9][CH:10]1[CH2:19][CH2:18][C:17]2[C:12](=[CH:13][C:14]([O:20][CH:21]([C:25]([O:27][CH2:28][CH3:29])=[O:26])[CH2:22][CH2:23][CH3:24])=[CH:15][CH:16]=2)[CH2:11]1)C1C=CC=CC=1.O>C(O)C.[Pd]>[ClH:1].[NH2:9][CH:10]1[CH2:19][CH2:18][C:17]2[C:12](=[CH:13][C:14]([O:20][CH:21]([C:25]([O:27][CH2:28][CH3:29])=[O:26])[CH2:22][CH2:23][CH3:24])=[CH:15][CH:16]=2)[CH2:11]1 |f:0.1,5.6|. Reactants: Cl.C(C1=CC=CC=C1)NC1CC2=CC(=CC=C2CC1)OC(CCC)C(=O)OCC (2-benzylamino-7-(ethoxycarbonylbutan-4-yloxy)tetralin hydrochloride), O (water). Procedure details: A solution of 2-benzylamino-7-(ethoxycarbonylbutan-4-yloxy)tetralin hydrochloride (10.7 g), prepared as described in Example 5, in 95% ethanol (250 ml) and water (25 ml) is hydrogenated at 60° C. and atmospheric pressure using 10% Pd/C (1.2 g) as the hydrogenation catalyst. After 6 hours the catalyst is filtered off, the filtrate is concentrated and the residue is taken up in absolute ethanol and concentrated to dryness a few times. The obtained product is then triturated with ethyl ether and fi... Yields the product CCCCC1c2nc(-c3ccccc3OC)cn2CCN1C(=O)CCc1cnc[nH]1. As a reaction SMILES: [CH2:1]([CH2:2][CH2:3][CH3:4])[CH:5]1[c:6]2[n:7]([cH:27][c:28](-[c:30]3[c:31]([O:36][CH3:37])[cH:32][cH:33][cH:34][cH:35]3)[n:29]2)[CH2:8][CH2:9][N:10]1[C:11]([CH2:12][CH2:13][c:14]1[cH:15][n:16][c:17]([C:19]([O:20][C:21]([CH3:22])([CH3:23])[CH3:24])=[O:25])[nH:18]1)=[O:26].[CH3:39][OH:40].[ClH:38]>>[CH2:1]([CH2:2][CH2:3][CH3:4])[CH:5]1[c:6]2[n:7]([cH:27][c:28](-[c:30]3[c:31]([O:36][CH3:37])[cH:32][cH:33][cH:34][cH:35]3)[n:29]2)[CH2:8][CH2:9][N:10]1[C:11]([CH2:12][CH2:13][c:14]1[cH:15][n:16][cH:17][nH:18]1)=[O:26]. Starting materials: CCCCC1c2nc(-c3ccccc3OC)cn2CCN1C(=O)CCc1cnc(C(=O)OC(C)(C)C)[nH]1, CO, Cl. Starting materials: C(C1=CC=CC=C1)=C1C[C@H](N(C1)C(=O)OC(C)(C)C)C(=O)O ((2S,4EZ)-4-benzylidene-1-(tert-butoxycarbonyl)-2-pyrrolidinecarboxylic acid), ClC1=CC=C(OCC(=O)Cl)C=C1 ((4-chlorophenoxy)acetyl chloride), COC=1C=C(CN)C=CC1OC (3,4-dimethoxybenzylamine). The product is C(C1=CC=CC=C1)=C1C[C@H](N(C1)C(COC1=CC=C(C=C1)Cl)=O)C(=O)NCC1=CC(=C(C=C1)OC)OC ((2S,4EZ)-4-benzylidene-1-[(4-chlorophenoxy)acetyl]-N-(3,4-dimethoxy-benzyl)-2-pyrrolidinecarboxamide). Reaction SMILES: [CH:1](=[C:8]1[CH2:12][N:11]([C:13]([O:15]C(C)(C)C)=O)[C@H:10]([C:20]([OH:22])=O)[CH2:9]1)[C:2]1[CH:7]=[CH:6][CH:5]=[CH:4][CH:3]=1.[Cl:23][C:24]1[CH:34]=[CH:33][C:27]([O:28][CH2:29]C(Cl)=O)=[CH:26][CH:25]=1.[CH3:35][O:36][C:37]1[CH:38]=[C:39]([CH:42]=[CH:43][C:44]=1[O:45][CH3:46])[CH2:40][NH2:41]>>[CH:1](=[C:8]1[CH2:12][N:11]([C:13](=[O:15])[CH2:29][O:28][C:27]2[CH:26]=[CH:25][C:24]([Cl:23])=[CH:34][CH:33]=2)[C@H:10]([C:20]([NH:41][CH2:40][C:39]2[CH:42]=[CH:43][C:44]([O:45][CH3:46])=[C:37]([O:36][CH3:35])[CH:38]=2)=[O:22])[CH2:9]1)[C:2]1[CH:3]=[CH:4][CH:5]=[CH:6][CH:7]=1. Procedure: Following the general method as outlined in Example 22, starting from (2S,4EZ)-4-benzylidene-1-(tert-butoxycarbonyl)-2-pyrrolidinecarboxylic acid, (4-chlorophenoxy)acetyl chloride, and 3,4-dimethoxybenzylamine the title compound was obtained in 49% purity by LC/MS. MS(ESI+): m/z=521.6.